From a dataset of the Open Reaction Database (ORD), a public repository of structured organic reaction records. describe an organic reaction: reactants, conditions, products, and yield Reactants: CCCC1CCC(C2CCC(c3ccc(C(C)=O)cc3)CC2)CC1, C1CCOC1. Product: CCCC1CCC(C2CCC(c3ccc(CC)cc3)CC2)CC1. RXN SMILES: [CH2:1]([CH2:2][CH3:3])[CH:4]1[CH2:5][CH2:6][CH:7]([CH:10]2[CH2:11][CH2:12][CH:13]([c:16]3[cH:17][cH:18][c:19]([C:22]([CH3:23])=[O:24])[cH:20][cH:21]3)[CH2:14][CH2:15]2)[CH2:8][CH2:9]1.[O:25]1[CH2:26][CH2:27][CH2:28][CH2:29]1>>[CH2:1]([CH2:2][CH3:3])[CH:4]1[CH2:5][CH2:6][CH:7]([CH:10]2[CH2:11][CH2:12][CH:13]([c:16]3[cH:17][cH:18][c:19]([CH2:22][CH3:23])[cH:20][cH:21]3)[CH2:14][CH2:15]2)[CH2:8][CH2:9]1. Reactants: CN(C=1SC2=C(C1C(=O)C1=CC=C(C=C1)OCCN1CCCCC1)C=CC(=C2)OC)C ([2-dimethylamino-6-methoxybenzothien-3-yl][4-[2-(1-piperidinyl)ethoxy]phenyl]-methanone), II (iodine), [Mg] (magnesium), [Si](C)(C)(C(C)(C)C)OC=1C=C(C=CC1)[Mg]Br (3-(t-butyldimethylsilyloxy)phenylmagnesium bromide). Run in C1CCOC1 (THF), C(Cl)Cl (CH2Cl2), CO (MeOH), C1CCOC1 (THF), C1CCOC1 (THF). The product is [Si](C)(C)(C(C)(C)C)OC=1C=C(C=CC1)C1=C(C2=C(S1)C=C(C=C2)OC)C(=O)C2=CC=C(C=C2)OCCN2CCCCC2 ([2-(3-(t-butyldimethylsilyl)oxyphenyl)-6-methoxybenzo[b]thien-3-yl][4-[2-(1-piperidinyl)ethoxy]phenyl]methanone). Yield: 73.1%. RXN SMILES: CN(C)[C:3]1[S:4][C:5]2[CH:28]=[C:27]([O:29][CH3:30])[CH:26]=[CH:25][C:6]=2[C:7]=1[C:8]([C:10]1[CH:15]=[CH:14][C:13]([O:16][CH2:17][CH2:18][N:19]2[CH2:24][CH2:23][CH2:22][CH2:21][CH2:20]2)=[CH:12][CH:11]=1)=[O:9].[Si:32]([O:39][C:40]1[CH:41]=[C:42]([Mg]Br)[CH:43]=[CH:44][CH:45]=1)([C:35]([CH3:38])([CH3:37])[CH3:36])([CH3:34])[CH3:33].II.[Mg]>C1COCC1.C(Cl)Cl.CO>[Si:32]([O:39][C:40]1[CH:41]=[C:42]([C:3]2[S:4][C:5]3[CH:28]=[C:27]([O:29][CH3:30])[CH:26]=[CH:25][C:6]=3[C:7]=2[C:8]([C:10]2[CH:15]=[CH:14][C:13]([O:16][CH2:17][CH2:18][N:19]3[CH2:24][CH2:23][CH2:22][CH2:21][CH2:20]3)=[CH:12][CH:11]=2)=[O:9])[CH:43]=[CH:44][CH:45]=1)([C:35]([CH3:38])([CH3:37])[CH3:36])([CH3:34])[CH3:33]. Procedure: By the method described in Example 1, [2-dimethylamino-6-methoxybenzothien-3-yl][4-[2-(1-piperidinyl)ethoxy]phenyl]-methanone (1.6 g, 3.75 mmol) in THF (15 mL) was treated with a 0.6 M THF solution of 3-(t-butyldimethylsilyloxy)phenylmagnesium bromide (16 mL, 9.60 mmol) (prepared from the product of preparation 3, catalytic iodine, and magnesium turnings in THF) to provide, after chromatography (silica gel, 5-10% MeOH in CH2Cl2) 1.65 g (73%) of the title compound as a yellow oil: 1H NMR d 0.11 (... Reaction SMILES: [CH3:31][c:32]1[cH:33][cH:34][cH:35][cH:36][cH:37]1.[OH:1][CH:2]([CH2:3][C:4]([CH3:5])=[O:6])[CH2:7][CH2:8][S:9][c:10]1[cH:11][cH:12][c:13]([C:16]([F:17])([F:18])[F:19])[cH:14][cH:15]1.[c:20]1([CH3:21])[cH:22][cH:23][c:24]([S:25]([OH:26])(=[O:27])=[O:28])[cH:29][cH:30]1>>[CH:2](=[CH:3][C:4]([CH3:5])=[O:6])[CH2:7][CH2:8][S:9][c:10]1[cH:11][cH:12][c:13]([C:16]([F:17])([F:18])[F:19])[cH:14][cH:15]1. The product is CC(=O)C=CCCSc1ccc(C(F)(F)F)cc1. The reactants are Cc1ccccc1, CC(=O)CC(O)CCSc1ccc(C(F)(F)F)cc1, Cc1ccc(S(=O)(=O)O)cc1. Starting materials: CCN(C(C)C)C(C)C, Clc1cccnc1N1CCNCC1, Clc1nc2cc(Cl)c(Cl)cc2[nH]1, Cl. Product: Clc1cc2nc(N3CCN(c4ncccc4Cl)CC3)[nH]c2cc1Cl. Reaction SMILES: [CH:27]([N:28]([CH2:29][CH3:30])[CH:31]([CH3:32])[CH3:33])([CH3:34])[CH3:35].[Cl:14][c:15]1[c:16]([N:21]2[CH2:22][CH2:23][NH:24][CH2:25][CH2:26]2)[n:17][cH:18][cH:19][cH:20]1.[Cl:1][c:2]1[n:3][c:4]2[c:5]([nH:6]1)[cH:7][c:8]([Cl:12])[c:9]([Cl:11])[cH:10]2.[ClH:13]>>[c:2]1([N:24]2[CH2:23][CH2:22][N:21]([c:16]3[c:15]([Cl:14])[cH:20][cH:19][cH:18][n:17]3)[CH2:26][CH2:25]2)[n:3][c:4]2[c:5]([nH:6]1)[cH:7][c:8]([Cl:12])[c:9]([Cl:11])[cH:10]2. The reactants are Fc1ccc(Br)cn1, O=C([O-])[O-], CCOC(C)=O, CN(C)C=O, [K+], [K+], CC(C)(C)OC(=O)NC1CCNC1, O. The product is CC(C)(C)OC(=O)NC1CCN(c2ccc(Br)cn2)C1. Reaction SMILES: [Br:1][c:2]1[cH:3][cH:4][c:5]([F:8])[n:6][cH:7]1.[C:22](=[O:23])([O-:24])[O-:25].[CH3:28][CH2:29][O:30][C:31](=[O:32])[CH3:33].[CH3:34][N:35]([CH3:36])[CH:37]=[O:38].[K+:26].[K+:27].[NH:9]1[CH2:10][CH:11]([NH:14][C:15]([O:16][C:17]([CH3:18])([CH3:19])[CH3:20])=[O:21])[CH2:12][CH2:13]1.[OH2:39]>>[Br:1][c:2]1[cH:3][cH:4][c:5]([N:9]2[CH2:10][CH:11]([NH:14][C:15]([O:16][C:17]([CH3:18])([CH3:19])[CH3:20])=[O:21])[CH2:12][CH2:13]2)[n:6][cH:7]1.